This data is from the Open Reaction Database (ORD), a public repository of structured organic reaction records. The task is: describe an organic reaction: reactants, conditions, products, and yield The reactants are ClC1=C(C=C2CC(C(C2=C1Cl)=O)(C)C1CCCC1)OCCCCC(=O)OC (methyl 5-[(6,7-dichloro-2-cyclopentyl-2,3-dihydro-2-methyl-1-oxo-1H-inden-5-yl)oxy]pentanoate), C(C)(=O)O (acetic acid), Cl (hydrochloric acid), C(CCCC)(=O)O (pentanoic acid). Solvent: O (water). The product is ClC1=C(C=C2CC(C(C2=C1Cl)=O)(C)C1CCCC1)OCCCCC(=O)O (5-[(6,7-Dichloro-2-cyclopentyl-2,3-dihydro-2-methyl-1-oxo-1H-inden-5-yl)oxy]pentanoic acid). RXN SMILES: [Cl:1][C:2]1[C:10]([Cl:11])=[C:9]2[C:5]([CH2:6][C:7]([CH:14]3[CH2:18][CH2:17][CH2:16][CH2:15]3)([CH3:13])[C:8]2=[O:12])=[CH:4][C:3]=1[O:19][CH2:20][CH2:21][CH2:22][CH2:23][C:24]([O:26]C)=[O:25].C(O)(=O)C.Cl.C(O)(=O)CCCC>O>[Cl:1][C:2]1[C:10]([Cl:11])=[C:9]2[C:5]([CH2:6][C:7]([CH:14]3[CH2:18][CH2:17][CH2:16][CH2:15]3)([CH3:13])[C:8]2=[O:12])=[CH:4][C:3]=1[O:19][CH2:20][CH2:21][CH2:22][CH2:23][C:24]([OH:26])=[O:25]. Procedure: A mixture of methyl 5-[(6,7-dichloro-2-cyclopentyl-2,3-dihydro-2-methyl-1-oxo-1H-inden-5-yl)oxy]pentanoate (14 g., 0.0339 mole), acetic acid (100 ml) and 6N hydrochloric acid (50 ml) is stirred and refluxed for 6 hours. The mixture is poured into water (400 ml) and the product which solidifies upon standing is removed by filtration and dried. The product is recrystallized from a mixture of tetrahydrofuran, ether and petroleum ether (50/100/200 ml) to give 12.5 g, of 5-[(6,7-dichloro-2-cyclopenty...